This data is from the Open Reaction Database (ORD), a public repository of structured organic reaction records. The task is: describe an organic reaction: reactants, conditions, products, and yield The reactants are CC(C=O)=CCC(CC(C)(C)C)C (2,5,7,7-tetramethyl-2-octenal), [H][H] (hydrogen). Reagents/catalysts: [Pd] (palladium/alumina). The solvent is CO (methanol). Reaction conditions: time 2.5 hour. Yields the product CC(C=O)CCC(CC(C)(C)C)C (2,5,7,7-tetramethyloctanal). The yield is 97.1%. RXN SMILES: [CH3:1][C:2](=[CH:5][CH2:6][CH:7]([CH3:13])[CH2:8][C:9]([CH3:12])([CH3:11])[CH3:10])[CH:3]=[O:4].[H][H]>CO.[Pd]>[CH3:1][CH:2]([CH2:5][CH2:6][CH:7]([CH3:13])[CH2:8][C:9]([CH3:10])([CH3:12])[CH3:11])[CH:3]=[O:4]. Reported procedure: In a hydrogenation autoclave, 250 g (1.37 moles) of 2,5,7,7-tetramethyl-2-octenal, dissolved in 500 ml of methanol, were hydrogenated in the presence of 25 g of a 0.5% strength palladium/alumina catalyst at 80° C., initially under a hydrogen pressure of 25 bar, and after 2-3 h, under 55 bar. The total hydrogenation time was 10 h. The catalyst was filtered off, after which fractional distillation gave 245 g (1.33 moles) of 2,5,7,7-tetramethyloctanal (bp.=68° C./0.3 mbar; nD25 =1.4308), correspond... Reactants: C(C)(C)N(CC)C(C)C (diisopropylethylamine), C1(=C(C(=CC(=C1)C)C)NC=NC1=C(C=C(C=C1C)C)C)C (N,N′-dimesitylformamidine), ClC(C)Cl (dichloroethane). Conditions: temperature 120 celsius. Yields the product [Cl-].C1(=C(C(=CC(=C1)C)C)[NH+]1CN(CC1)C1=C(C=C(C=C1C)C)C)C (1,3-dimesitylimidazolinium chloride). The yield is 91.2%. RXN SMILES: [CH:1](N(C(C)C)CC)(C)[CH3:2].[C:10]1([CH3:30])[CH:15]=[C:14]([CH3:16])[CH:13]=[C:12]([CH3:17])[C:11]=1[NH:18][CH:19]=[N:20][C:21]1[C:26]([CH3:27])=[CH:25][C:24]([CH3:28])=[CH:23][C:22]=1[CH3:29].[Cl:31]C(Cl)C>>[Cl-:31].[C:26]1([CH3:27])[CH:25]=[C:24]([CH3:28])[CH:23]=[C:22]([CH3:29])[C:21]=1[NH+:20]1[CH2:2][CH2:1][N:18]([C:11]2[C:12]([CH3:17])=[CH:13][C:14]([CH3:16])=[CH:15][C:10]=2[CH3:30])[CH2:19]1 |f:3.4|. Reported procedure: According to method A1, diisopropylethylamine (0.34 mL, 1.96 mmol) was added to a stirred solution of N,N′-dimesitylformamidine (0.5 g, 1.78 mmol) and dichloroethane (1.36 mL, 17.8 mmol) in a schlenk tube. The tube was evacuated until solvent began to bubble and then sealed and heated to 120° C. for 24 hours. The reaction mixture was then cooled, added to toluene (40 mL) and then brought to reflux. While still hot, the precipitate was collected by vacuum filtration, washed with toluene (5 mL) an... Starting materials: CC(C)(C)c1ccc(CCO)cc1, CN(C)C=O, COCc1ncnc(Cl)c1OC, ClCCl, [H-], [H][H], [Na+], O. The product is COCc1ncnc(OCCc2ccc(C(C)(C)C)cc2)c1OC. Reaction SMILES: [C:1]([CH3:2])([CH3:3])([CH3:4])[c:5]1[cH:6][cH:7][c:8]([CH2:11][CH2:12][OH:13])[cH:9][cH:10]1.[CH3:30][N:31]([CH3:32])[CH:33]=[O:34].[Cl:18][c:19]1[n:20][cH:21][n:22][c:23]([CH2:27][O:28][CH3:29])[c:24]1[O:25][CH3:26].[Cl:36][CH2:37][Cl:38].[H-:14].[H:16][H:17].[Na+:15].[OH2:35]>>[C:1]([CH3:2])([CH3:3])([CH3:4])[c:5]1[cH:6][cH:7][c:8]([CH2:11][CH2:12][O:13][c:19]2[n:20][cH:21][n:22][c:23]([CH2:27][O:28][CH3:29])[c:24]2[O:25][CH3:26])[cH:9][cH:10]1. Starting materials: CC1=C(C=CC(=C1)C2=CSC(=N2)N)F (2-amino-4-(4′-fluoro-3′-methyl)phenylthiazole), C(CC)C1=CC=C(C=C1)S(=O)(=O)Cl (4-n-propylbenzenesulfonyl chloride). Product: FC1=C(C=C(C=C1)C=1N=C(SC1)NS(=O)(=O)C1=CC=C(C=C1)CCC)C (N-[4-(4-fluoro-3-methylphenyl)-1,3-thiazol-2-yl]-4-propylbenzenesulfonamide). Reaction SMILES: [CH3:1][C:2]1[CH:7]=[C:6]([C:8]2[N:12]=[C:11]([NH2:13])[S:10][CH:9]=2)[CH:5]=[CH:4][C:3]=1[F:14].[CH2:15]([C:18]1[CH:23]=[CH:22][C:21]([S:24](Cl)(=[O:26])=[O:25])=[CH:20][CH:19]=1)[CH2:16][CH3:17]>>[F:14][C:3]1[CH:4]=[CH:5][C:6]([C:8]2[N:12]=[C:11]([NH:13][S:24]([C:21]3[CH:22]=[CH:23][C:18]([CH2:15][CH2:16][CH3:17])=[CH:19][CH:20]=3)(=[O:26])=[O:25])[S:10][CH:9]=2)=[CH:7][C:2]=1[CH3:1]. Procedure details: The title compound was prepared from 2-amino-4-(4′-fluoro-3′-methyl)phenylthiazole and 4-n-propylbenzenesulfonyl chloride as described in the synthetic METHOD B to give a white solid (31.5 m) with puriy >90%. MS (pos) m/z 391.2. The reactants are FC1=CC=C(C=C1)C1=NC2=CC=C(C=C2N=C1NCC(F)(F)F)C(=O)OC (methyl 2-(4-fluorophenyl)-3-[(2,2,2-trifluoroethyl)amino]quinoxaline-6-carboxylate), [H-].[Na+] (sodium hydride), Cl (HCl), IC (iodomethane). The solvent is O1CCCC1 (tetrahydrofuran). Conditions: time 40 minute. Yields the product FC1=CC=C(C=C1)C1=NC2=CC=C(C=C2N=C1N(CC(F)(F)F)C)C(=O)O (2-(4-fluorophenyl)-3-[methyl(2,2,2-trifluoroethyl)amino]quinoxaline-6-carboxylic acid). Yield: 20.2%. As a reaction SMILES: [F:1][C:2]1[CH:7]=[CH:6][C:5]([C:8]2[C:17]([NH:18][CH2:19][C:20]([F:23])([F:22])[F:21])=[N:16][C:15]3[C:10](=[CH:11][CH:12]=[C:13]([C:24]([O:26]C)=[O:25])[CH:14]=3)[N:9]=2)=[CH:4][CH:3]=1.[H-].[Na+].I[CH3:31].Cl>O1CCCC1>[F:1][C:2]1[CH:3]=[CH:4][C:5]([C:8]2[C:17]([N:18]([CH3:31])[CH2:19][C:20]([F:21])([F:23])[F:22])=[N:16][C:15]3[C:10](=[CH:11][CH:12]=[C:13]([C:24]([OH:26])=[O:25])[CH:14]=3)[N:9]=2)=[CH:6][CH:7]=1 |f:1.2|. Reported procedure: To a solution of methyl 2-(4-fluorophenyl)-3-[(2,2,2-trifluoroethyl)amino]quinoxaline-6-carboxylate (400 mg, 1.05 mmol) in tetrahydrofuran (30 ml) was added sodium hydride (101 mg, 4.21 mmol) at 0° C. with stirring for 40 minutes and then iodomethane (899 mg, 6.33 mmol) was added to the reaction mixture, and the resulting mixture was allowed to react with stirring overnight at room temperature. The reaction mixture was adjusted pH to 4 with HCl to give the solid, which was collected by filtratio... Starting materials: ClC1=C(CN2C(C(C3=CC(=CC=C23)Cl)=O)=O)C=CC=C1 (1-(2-chlorobenzyl)-5-chloroindoline-2,3-dione), [N+](=O)([O-])C (nitromethane). Solvent: O (water). Conditions: temperature 30 celsius, time 18 hour. Product: ClC=1C=C2C(C(N(C2=CC1)CC1=C(C=CC=C1)Cl)=O)(C[N+](=O)[O-])O (5-chloro-1-(2-chlorobenzyl)-3-hydroxy-3-(nitromethyl)indolin-2-one). RXN SMILES: [Cl:1][C:2]1[CH:20]=[CH:19][CH:18]=[CH:17][C:3]=1[CH2:4][N:5]1[C:13]2[C:8](=[CH:9][C:10]([Cl:14])=[CH:11][CH:12]=2)[C:7](=[O:15])[C:6]1=[O:16].[N+:21]([CH3:24])([O-:23])=[O:22]>O>[Cl:14][C:10]1[CH:9]=[C:8]2[C:13](=[CH:12][CH:11]=1)[N:5]([CH2:4][C:3]1[CH:17]=[CH:18][CH:19]=[CH:20][C:2]=1[Cl:1])[C:6](=[O:16])[C:7]2([OH:15])[CH2:24][N+:21]([O-:23])=[O:22]. Procedure details: 1-(2-chlorobenzyl)-5-chloroindoline-2,3-dione (0.153 g) and nitromethane (0.15 ml) were added to water and the reaction mixture was vigorously stirred at a temperature of 30° C. for 18 hours. The formed solid product was filtered and recrystallized with MeOH to afford pure product.